From a dataset of the Open Reaction Database (ORD), a public repository of structured organic reaction records. describe an organic reaction: reactants, conditions, products, and yield RXN SMILES: [CH3:35][C:36]([Cl:37])=[O:38].[NH2:1][CH2:2][c:3]1[cH:4][c:5](-[c:9]2[cH:10][c:11](-[c:19]3[cH:20][cH:21][c:22]4[cH:23][n:24]([CH2:28][c:29]5[cH:30][cH:31][cH:32][cH:33][cH:34]5)[n:25][c:26]4[cH:27]3)[c:12]3[c:13]([NH2:18])[n:14][cH:15][n:16][n:17]23)[cH:6][cH:7][cH:8]1>>[NH:1]([CH2:2][c:3]1[cH:4][c:5](-[c:9]2[cH:10][c:11](-[c:19]3[cH:20][cH:21][c:22]4[cH:23][n:24]([CH2:28][c:29]5[cH:30][cH:31][cH:32][cH:33][cH:34]5)[n:25][c:26]4[cH:27]3)[c:12]3[c:13]([NH2:18])[n:14][cH:15][n:16][n:17]23)[cH:6][cH:7][cH:8]1)[C:36]([CH3:35])=[O:38]. Product: CC(=O)NCc1cccc(-c2cc(-c3ccc4cn(Cc5ccccc5)nc4c3)c3c(N)ncnn23)c1. The reactants are CC(=O)Cl, NCc1cccc(-c2cc(-c3ccc4cn(Cc5ccccc5)nc4c3)c3c(N)ncnn23)c1. Starting materials: Cl.N[C@H]1CN(CC1)C(C1=CC(=CC=C1)O)=O ((R)-3-Amino-1-(3-hydroxybenzoyl)pyrrolidine hydrochloride), [BH3-]C#N.[Na+] (NaCNBH3), C(#N)C1=C(C=C(CN2C=NC=C2C=O)C=C1)F (1-(4-cyano-3-fluorobenzyl)-5-imidazolecarboxaldehyde), C(C)(C)N(C(C)C)CC (N,N-diisopropylethylamine). Solvent: CO (MeOH). Reaction conditions: time 1 hour. Yields the product FC1=C(C#N)C=CC(=C1)CN1C=NC=C1CN[C@H]1CN(CC1)C(C1=CC(=CC=C1)O)=O ((R)-2-Fluoro-4-(5-{[1-(3-hydroxybenzoyl)pyrrolidin-3-ylamino]methyl}imidazol-1-ylmethyl)benzonitrile). RXN SMILES: Cl.[NH2:2][C@@H:3]1[CH2:7][CH2:6][N:5]([C:8](=[O:16])[C:9]2[CH:14]=[CH:13][CH:12]=[C:11]([OH:15])[CH:10]=2)[CH2:4]1.[C:17]([C:19]1[CH:32]=[CH:31][C:22]([CH2:23][N:24]2[C:28]([CH:29]=O)=[CH:27][N:26]=[CH:25]2)=[CH:21][C:20]=1[F:33])#[N:18].C(N(CC)C(C)C)(C)C.[BH3-]C#N.[Na+]>CO>[F:33][C:20]1[CH:21]=[C:22]([CH2:23][N:24]2[C:28]([CH2:29][NH:2][C@@H:3]3[CH2:7][CH2:6][N:5]([C:8](=[O:16])[C:9]4[CH:14]=[CH:13][CH:12]=[C:11]([OH:15])[CH:10]=4)[CH2:4]3)=[CH:27][N:26]=[CH:25]2)[CH:31]=[CH:32][C:19]=1[C:17]#[N:18] |f:0.1,4.5|. Procedure details: (R)-3-Amino-1-(3-hydroxybenzoyl)pyrrolidine hydrochloride, as described above in Step B, (350 mg, 1.44 mmol) and 1-(4-cyano-3-fluorobenzyl)-5-imidazolecarboxaldehyde as described in Example 1, Step G (363 mg, 1.58 mmol), were stirred in MeOH (8 mL) and N,N-diisopropylethylamine was added dropwise to adjust the mixture to ca. pH 5, as judged by wetted pH paper. The mixture was stirred for 1 hour at ambient temperature then NaCNBH3 (109 mg, 1.73 mmol) was added and stirring was continued for 18 ho... The reactants are [H-].[Al+3].[Li+].[H-].[H-].[H-] (Lithium aluminum hydride), C(C1=CC=CC=C1)(=O)N1CC2=C(CC1)C=1C(=NC(=C(C1C1=CC(=C(C=C1)OC)OC)C(=O)OCC)CN1N=CN=C1)S2 (ethyl 7-benzoyl-4-(3,4-dimethoxyphenyl)-5,6,7,8-tetrahydro-2-(1,2,4-triazol-1-ylmethyl)thieno[2,3-b:5,4-c']dipyridine-3-carboxylate), O (Water). The solvent is O1CCCC1 (tetrahydrofuran). Conditions: time 2 hour. Product: COC=1C=C(C=CC1OC)C1=C2C(=NC(=C1C(=O)OCC)CN1N=CN=C1)SC=1CNCCC12 (ethyl 4-(3,4-dimethoxyphenyl)-5,6,7,8-tetrahydro-2-(1,2,4-triazol-1-ylmethyl)thieno[2,3-b:5,4-c']dipyridine-3-carboxylate). Isolated yield 75.0%. RXN SMILES: [H-].[Al+3].[Li+].[H-].[H-].[H-].C([N:15]1[CH2:20][CH2:19][C:18]2[C:21]3[C:22]([S:48][C:17]=2[CH2:16]1)=[N:23][C:24]([CH2:42][N:43]1[CH:47]=[N:46][CH:45]=[N:44]1)=[C:25]([C:37]([O:39][CH2:40][CH3:41])=[O:38])[C:26]=3[C:27]1[CH:32]=[CH:31][C:30]([O:33][CH3:34])=[C:29]([O:35][CH3:36])[CH:28]=1)(=O)C1C=CC=CC=1.O>O1CCCC1>[CH3:36][O:35][C:29]1[CH:28]=[C:27]([C:26]2[C:25]([C:37]([O:39][CH2:40][CH3:41])=[O:38])=[C:24]([CH2:42][N:43]3[CH:47]=[N:46][CH:45]=[N:44]3)[N:23]=[C:22]3[S:48][C:17]4[CH2:16][NH:15][CH2:20][CH2:19][C:18]=4[C:21]=23)[CH:32]=[CH:31][C:30]=1[O:33][CH3:34] |f:0.1.2.3.4.5|. Procedure: Lithium aluminum hydride (0.164 g) was added to a solution of the compound (5.0 g) obtained in Example 20A in tetrahydrofuran (50 ml), the mixture was stirred at room temperature for 2 hours. Water was added to the reaction mixture and the mixture was extracted with ethyl acetate. The ethyl acetate layer was washed with water, dried (MgSO4) and concentrated under reduced pressure. The residue was subjected to silica gel column chromatography and eluted with chloroform-methanol (50:1, v/v) to yie... Reactants: CNCCOC1=C2C(NC=NC2=CC=C1)=O (5-[2-(Methylamino)ethoxy]quinazolin-4(3H)-one), C(C)(=O)OC(C)=O (Acetic anhydride). The solvent is N1=CC=CC=C1 (pyridine). Run at temperature 0 celsius, time 90 minute. The product is CN(C(C)=O)CCOC1=C2C(NC=NC2=CC=C1)=O (N-methyl-N-{2-[(4-oxo-3,4-dihydroquinazolin-5-yl)oxy]ethyl}acetamide). Yield: 98.7%. As a reaction SMILES: [CH3:1][NH:2][CH2:3][CH2:4][O:5][C:6]1[CH:15]=[CH:14][CH:13]=[C:12]2[C:7]=1[C:8](=[O:16])[NH:9][CH:10]=[N:11]2.[C:17](OC(=O)C)(=[O:19])[CH3:18]>N1C=CC=CC=1>[CH3:1][N:2]([CH2:3][CH2:4][O:5][C:6]1[CH:15]=[CH:14][CH:13]=[C:12]2[C:7]=1[C:8](=[O:16])[NH:9][CH:10]=[N:11]2)[C:17](=[O:19])[CH3:18]. Reported procedure: 5-[2-(Methylamino)ethoxy]quinazolin-4(3H)-one (823 mg, 3.76 mmol) was dissolved in pyridine (25 ml), and the solution cooled to 0° C. Acetic anhydride (1.20 ml, 12.70 mmol) was added drop wise; the solution was warmed to ambient temperature and stirred for 90 minutes. The mixture was concentrated in vacuo, and the residue purified by chromatography, eluting with 4% to 7% (10:1 methanol/conc. NH3(aq)) in DCM. Evaporation of the appropriate fractions gave N-methyl-N-{2-[(4-oxo-3,4-dihydroquinazoli... Starting materials: Cl.CN(CCCN=C=NCC)C (N-[3-(dimethylamino)propyl]-N′-ethylcarbodiimide hydrochloride), [Na] (sodium), CC1CN(CCO1)C=1N=C(NC(C1)=O)CC(=O)O ([4-(2-methylmorpholin-4-yl)-6-oxo-1,6-dihydropyrimidin-2-yl]acetic acid), ClC1=C2CCNC2=CC=C1 (4-chloroindoline). The solvent is O (water), CN(C)C=O (DMF), N1=CC=CC=C1 (pyridine). Run at time 72 hour. Product: ClC1=C2CCN(C2=CC=C1)C(CC1=NC(=CC(N1)=O)N1CC(OCC1)C)=O (2-[2-(4-Chloro-2,3-dihydroindol-1-yl)-2-oxoethyl]-6-(2-methylmorpholin-4-yl)-3H-pyrimidin-4-one). As a reaction SMILES: [Na].[CH3:2][CH:3]1[O:8][CH2:7][CH2:6][N:5]([C:9]2[N:10]=[C:11]([CH2:16][C:17]([OH:19])=O)[NH:12][C:13](=[O:15])[CH:14]=2)[CH2:4]1.[Cl:20][C:21]1[CH:29]=[CH:28][CH:27]=[C:26]2[C:22]=1[CH2:23][CH2:24][NH:25]2.Cl.CN(C)CCCN=C=NCC>O.CN(C=O)C.N1C=CC=CC=1>[Cl:20][C:21]1[CH:29]=[CH:28][CH:27]=[C:26]2[C:22]=1[CH2:23][CH2:24][N:25]2[C:17](=[O:19])[CH2:16][C:11]1[NH:12][C:13](=[O:15])[CH:14]=[C:9]([N:5]2[CH2:6][CH2:7][O:8][CH:3]([CH3:2])[CH2:4]2)[N:10]=1 |f:3.4,^1:0|. Procedure details: 0.975 g of the sodium salt of [4-(2-methylmorpholin-4-yl)-6-oxo-1,6-dihydropyrimidin-2-yl]acetic acid (example 1b, step 2b), 0.534 g of 4-chloroindoline, 0.57 ml of pyridine and 15 ml of DMF are placed in a round-bottomed flask, and then 0.9 g of N-[3-(dimethylamino)propyl]-N′-ethylcarbodiimide hydrochloride is added. The reaction mixture is stirred at ambient temperature for 72 hours. The reaction mixture is poured into 50 ml of water, with stirring, and then the solid formed is filtered off th...